From a dataset of the Open Reaction Database (ORD), a public repository of structured organic reaction records. describe an organic reaction: reactants, conditions, products, and yield Isolated yield 90.2%. Yields the product BrC1=CC=C(C=C1)N1N=C(C=C1C1CC1)C(F)(F)F (1-(4-bromophenyl)-5-cyclopropyl-3-(trifluoromethyl)-1H-pyrazole). Reaction SMILES: [CH:1]1([C:4](=O)[CH2:5][C:6](=O)[C:7]([F:10])([F:9])[F:8])[CH2:3][CH2:2]1.Cl.[Br:14][C:15]1[CH:20]=[CH:19][C:18]([NH:21][NH2:22])=[CH:17][CH:16]=1>CC(O)=O>[Br:14][C:15]1[CH:20]=[CH:19][C:18]([N:21]2[C:4]([CH:1]3[CH2:3][CH2:2]3)=[CH:5][C:6]([C:7]([F:10])([F:9])[F:8])=[N:22]2)=[CH:17][CH:16]=1 |f:1.2|. The reactants are C1(CC1)C(CC(C(F)(F)F)=O)=O (1-Cyclopropyl-4,4,4-trifluorobutane-1,3-dione), Cl.BrC1=CC=C(C=C1)NN ((4-bromophenyl)hydrazine hydrochloride). Reported procedure: 1-Cyclopropyl-4,4,4-trifluorobutane-1,3-dione (1.330 g) was added to a mixture of (4-bromophenyl)hydrazine hydrochloride (1.65 g) and AcOH (10 mL). The mixture was stirred at 120° C. for 1 hr. AcOH was removed in vacuo and the residue was purified by column chromatography (NH silica gel, eluted with EtOAc in hexane) to give 1-(4-bromophenyl)-5-cyclopropyl-3-(trifluoromethyl)-1H-pyrazole (2.2059 g) as a yellow oil. Run at temperature 120 celsius, time 1 hour. Solvent: CC(=O)O (AcOH). The reactants are ClCCl, CN(C)CC(C(=O)Nc1ccccc1)c1ccc(C(=O)Nc2cc(-c3ccsc3)ccc2NC(=O)OC(C)(C)C)cc1, O=C(O)C(F)(F)F. Product: CN(C)CC(C(=O)Nc1ccccc1)c1ccc(C(=O)Nc2cc(-c3ccsc3)ccc2N)cc1. As a reaction SMILES: [Cl:50][CH2:51][Cl:52].[NH:8]([c:9]1[cH:10][cH:11][cH:12][cH:13][cH:14]1)[C:15]([CH:16]([CH2:17][N:18]([CH3:19])[CH3:20])[c:21]1[cH:22][cH:23][c:24]([C:25](=[O:26])[NH:27][c:28]2[c:29]([NH:39][C:40](=[O:41])[O:42][C:43]([CH3:44])([CH3:45])[CH3:46])[cH:30][cH:31][c:32](-[c:34]3[cH:35][s:36][cH:37][cH:38]3)[cH:33]2)[cH:47][cH:48]1)=[O:49].[OH:1][C:2]([C:3]([F:4])([F:5])[F:6])=[O:7]>>[NH:8]([c:9]1[cH:10][cH:11][cH:12][cH:13][cH:14]1)[C:15]([CH:16]([CH2:17][N:18]([CH3:19])[CH3:20])[c:21]1[cH:22][cH:23][c:24]([C:25](=[O:26])[NH:27][c:28]2[c:29]([NH2:39])[cH:30][cH:31][c:32](-[c:34]3[cH:35][s:36][cH:37][cH:38]3)[cH:33]2)[cH:47][cH:48]1)=[O:49]. Starting materials: O (H2O), FC1=C(C=C(C=C1)C(F)(F)F)[N+](=O)[O-] (1-fluoro-2-nitro-4-(trifluoromethyl)benzene), OC=1C=NC=CC1 (3-hydroxypyridine), C([O-])([O-])=O.[Cs+].[Cs+] (cesium carbonate). Solvent: CCOC(=O)C (EtOAc), CN(C)C=O (DMF). Run at time 2 hour. Product: [N+](=O)([O-])C1=C(OC=2C=NC=CC2)C=CC(=C1)C(F)(F)F (3-(2-nitro-4-(trifluoromethyl)phenoxy)pyridine). As a reaction SMILES: F[C:2]1[CH:7]=[CH:6][C:5]([C:8]([F:11])([F:10])[F:9])=[CH:4][C:3]=1[N+:12]([O-:14])=[O:13].[OH:15][C:16]1[CH:17]=[N:18][CH:19]=[CH:20][CH:21]=1.C(=O)([O-])[O-].[Cs+].[Cs+].O>CN(C=O)C.CCOC(C)=O>[N+:12]([C:3]1[CH:4]=[C:5]([C:8]([F:11])([F:10])[F:9])[CH:6]=[CH:7][C:2]=1[O:15][C:16]1[CH:17]=[N:18][CH:19]=[CH:20][CH:21]=1)([O-:14])=[O:13] |f:2.3.4|. Procedure details: A brown solution of 1-fluoro-2-nitro-4-(trifluoromethyl)benzene (2.01 g, 9.61 mmol) and 3-hydroxypyridine (0.923 g, 9.71 mmol) in dry DMF (15 ml) under Ar was treated with cesium carbonate (3.28 g, 10.07 mmol) at once and the brown mixture was stirred at RT for 2 h. H2O (50 mL) and EtOAc (50 mL) were added and the organic layer was isolated. The water layer was extracted with EtOAc (2×30 mL). The combined organic layer was washed with H2O (3×40 mL), brine (40 mL), dried (MgSO4), filtered and con... Reactants: COC(=O)C1=C(C=C2[C@H](CCSC2=C1)NC(=O)OCC1=CC=CC=C1)C ((S)-4-(benzyloxycarbonylamino)-6-methylthiochromane-7-carboxylic acid methyl ester), C([O-])([O-])=O.[K+].[K+] (potassium carbonate). Yields the product C(C1=CC=CC=C1)OC(=O)N[C@H]1CCSC2=CC(=C(C=C12)C)C(=O)O ((S)-4-(benzyloxycarbonylamino)-6-methylthiochromane-7-carboxylic acid). Isolated yield 94.1%. RXN SMILES: C[O:2][C:3]([C:5]1[CH:14]=[C:13]2[C:8]([C@@H:9]([NH:15][C:16]([O:18][CH2:19][C:20]3[CH:25]=[CH:24][CH:23]=[CH:22][CH:21]=3)=[O:17])[CH2:10][CH2:11][S:12]2)=[CH:7][C:6]=1[CH3:26])=[O:4].C(=O)([O-])[O-].[K+].[K+]>>[CH2:19]([O:18][C:16]([NH:15][C@@H:9]1[C:8]2[C:13](=[CH:14][C:5]([C:3]([OH:4])=[O:2])=[C:6]([CH3:26])[CH:7]=2)[S:12][CH2:11][CH2:10]1)=[O:17])[C:20]1[CH:25]=[CH:24][CH:23]=[CH:22][CH:21]=1 |f:1.2.3|. Reported procedure: By a similar reaction operation as in Starting Material Synthetic Example 6 using (S)-4-(benzyloxycarbonylamino)-6-methylthiochromane-7-carboxylic acid methyl ester (1.70 g) and potassium carbonate (1.26 g), the objective (S)-4-(benzyloxycarbonylamino)-6-methylthiochromane-7-carboxylic acid (1.54 g) was obtained as colorless crystals. The reactants are CC1(C=2C=CC(=CC2C(CC1)(C)C)CC(=O)Cl)C (5,6,7,8-tetrahydro-5,5,8,8-tetramethyl -2-naphthylacetyl chloride), NC1=CC=C(C(=O)OCC=C)C=C1 (allyl 4-aminobenzoate), ester. Product: CC1(C=2C=CC(=CC2C(CC1)(C)C)CC(=O)NC1=CC=C(C(=O)OCC=C)C=C1)C (Allyl 4-(5,6,7,8-tetrahydro-5,5,8,8-tetramethyl -2-naphthylacetamido)benzoate). Reaction SMILES: [CH3:1][C:2]1([CH3:18])[CH2:11][CH2:10][C:9]([CH3:13])([CH3:12])[C:8]2[CH:7]=[C:6]([CH2:14][C:15](Cl)=[O:16])[CH:5]=[CH:4][C:3]1=2.[NH2:19][C:20]1[CH:31]=[CH:30][C:23]([C:24]([O:26][CH2:27][CH:28]=[CH2:29])=[O:25])=[CH:22][CH:21]=1>>[CH3:1][C:2]1([CH3:18])[CH2:11][CH2:10][C:9]([CH3:13])([CH3:12])[C:8]2[CH:7]=[C:6]([CH2:14][C:15]([NH:19][C:20]3[CH:21]=[CH:22][C:23]([C:24]([O:26][CH2:27][CH:28]=[CH2:29])=[O:25])=[CH:30][CH:31]=3)=[O:16])[CH:5]=[CH:4][C:3]1=2. Reported procedure: In a manner similar to Example l(d), by reaction of 4.5 g (16.8 mmol) of 5,6,7,8-tetrahydro-5,5,8,8-tetramethyl -2-naphthylacetyl chloride with 3 g (16.8 mmol) of allyl 4-aminobenzoate, 5.1 g (75%) of the expected ester are obtained in the form of a slightly yellow oil.